From a dataset of the Open Reaction Database (ORD), a public repository of structured organic reaction records. describe an organic reaction: reactants, conditions, products, and yield Reactants: ClC=1C=CC(=C(O[C@H](CCN2CCN(CC2)C(=O)OC(C)(C)C)C2=CC=CC=C2)C1)C#N (1,1-Dimethylethyl 4-[(3R)-3-(5-chloro-2-cyanophenoxy)-3-phenylpropyl]-1-piperazinecarboxylate), C([O-])(O)=O.[Na+] (sodium bicarbonate). The solvent is Cl (HCl), O1CCOCC1 (dioxane). Yields the product Cl.Cl.ClC1=CC(=C(C#N)C=C1)O[C@H](CCN1CCNCC1)C1=CC=CC=C1 (4-Chloro-2-[[(1R)-1-phenyl-3-(1-piperazinyl)propyl]oxy]-benzonitrile dihydrochloride). Reaction SMILES: [Cl:1][C:2]1[CH:3]=[CH:4][C:5]([C:31]#[N:32])=[C:6]([CH:30]=1)[O:7][C@@H:8]([C:24]1[CH:29]=[CH:28][CH:27]=[CH:26][CH:25]=1)[CH2:9][CH2:10][N:11]1[CH2:16][CH2:15][N:14](C(OC(C)(C)C)=O)[CH2:13][CH2:12]1.C(=O)(O)[O-].[Na+]>Cl.O1CCOCC1>[ClH:1].[ClH:1].[Cl:1][C:2]1[CH:3]=[CH:4][C:5]([C:31]#[N:32])=[C:6]([O:7][C@@H:8]([C:24]2[CH:29]=[CH:28][CH:27]=[CH:26][CH:25]=2)[CH2:9][CH2:10][N:11]2[CH2:16][CH2:15][NH:14][CH2:13][CH2:12]2)[CH:30]=1 |f:1.2,5.6.7|. Procedure: The product from step (a) (0.35 g) was stirred in 4M HCl in dioxane (10 ml) for 3 h, then poured into saturated sodium bicarbonate solution (100 ml) and extracted into ethyl acetate. The extract was evaporated to dryness and the residue triturated with 1N HCl in ether to give the product as a white solid. Starting materials: CN(C)C=O, COC=C1C(=O)NC(=O)c2ccc(I)cc21, NCC1CCC(=O)N1. Product: O=C1CCC(CNC=C2C(=O)NC(=O)c3ccc(I)cc32)N1. RXN SMILES: [CH3:25][N:26]([CH3:27])[CH:28]=[O:29].[I:9][c:10]1[cH:11][c:12]2[c:17]([cH:18][cH:19]1)[C:16](=[O:20])[NH:15][C:14](=[O:21])[C:13]2=[CH:22][O:23][CH3:24].[NH2:1][CH2:2][CH:3]1[CH2:4][CH2:5][C:6](=[O:8])[NH:7]1>>[NH:1]([CH2:2][CH:3]1[CH2:4][CH2:5][C:6](=[O:8])[NH:7]1)[CH:22]=[C:13]1[c:12]2[cH:11][c:10]([I:9])[cH:19][cH:18][c:17]2[C:16](=[O:20])[NH:15][C:14]1=[O:21].